From a dataset of the Open Reaction Database (ORD), a public repository of structured organic reaction records. describe an organic reaction: reactants, conditions, products, and yield Starting materials: O.Cl.FC(C=1C=CC=C2C(=CC=NC12)NC1=CC=C(C(=O)O)C=C1)(F)F (4-(8-trifluoromethyl-4-quinolylamino)benzoic acid hydrochloride monohydrate), CN(C=O)C (dimethyl formamide), NC1CN(CCC1)CC (3-amino-1-ethylpiperidine), C([O-])([O-])=O.[Na+].[Na+] (sodium carbonate). The reagents and catalysts are S(=O)(Cl)Cl (thionyl chloride). The solvent is O (water), C(Cl)(Cl)Cl (chloroform), O (water). Conditions: time 2 hour. Product: C(C)N1CC(CCC1)NC(C1=CC=C(C=C1)NC1=CC=NC2=C(C=CC=C12)C(F)(F)F)=O (N-(1-Ethyl-3-piperidyl)-4-(8-trifluoromethyl-4-quinolylamino)benzamide). Yield: 36.9%. As a reaction SMILES: O.Cl.[F:3][C:4]([F:26])([F:25])[C:5]1[CH:6]=[CH:7][CH:8]=[C:9]2[C:14]=1[N:13]=[CH:12][CH:11]=[C:10]2[NH:15][C:16]1[CH:24]=[CH:23][C:19]([C:20](O)=[O:21])=[CH:18][CH:17]=1.CN(C)C=O.[NH2:32][CH:33]1[CH2:38][CH2:37][CH2:36][N:35]([CH2:39][CH3:40])[CH2:34]1.C(=O)([O-])[O-].[Na+].[Na+]>S(Cl)(Cl)=O.C(Cl)(Cl)Cl.O>[CH2:39]([N:35]1[CH2:36][CH2:37][CH2:38][CH:33]([NH:32][C:20](=[O:21])[C:19]2[CH:18]=[CH:17][C:16]([NH:15][C:10]3[C:9]4[C:14](=[C:5]([C:4]([F:25])([F:26])[F:3])[CH:6]=[CH:7][CH:8]=4)[N:13]=[CH:12][CH:11]=3)=[CH:24][CH:23]=2)[CH2:34]1)[CH3:40] |f:0.1.2,5.6.7|. Procedure details: 11.6 Grams (0.03 mole) of 4-(8-trifluoromethyl-4-quinolylamino)benzoic acid hydrochloride monohydrate were refluxed in thionyl chloride containing a few drops of dimethyl formamide for one hour. The thionyl chloride was evaporated and 50 milliliters of benzene were added and evaporated. The resulting acid chloride hydrochloride was added in portions with stirring to a cooled mixture of 3.84 grams (0.03 mole) of 3-amino-1-ethylpiperidine in 80 milliliters of chloroform and 31.8 grams (0.3 mole) o... Reactants: O=C([O-])[O-], C1COCCN1, CS(C)=O, O=C(CF)c1ccccc1, [K+], [K+], O. Product: O=C(CN1CCOCC1)c1ccccc1. As a reaction SMILES: [C:17](=[O:18])([O-:19])[O-:20].[CH2:11]1[CH2:12][O:13][CH2:14][CH2:15][NH:16]1.[CH3:23][S:24](=[O:25])[CH3:26].[F:1][CH2:2][C:3](=[O:4])[c:5]1[cH:6][cH:7][cH:8][cH:9][cH:10]1.[K+:21].[K+:22].[OH2:27]>>[CH2:2]([C:3](=[O:4])[c:5]1[cH:6][cH:7][cH:8][cH:9][cH:10]1)[N:16]1[CH2:11][CH2:12][O:13][CH2:14][CH2:15]1. Starting materials: ClC1=CC=C(C(=O)CCC(=O)O)C=C1 (3-(4-chlorobenzoyl) propionic acid), [OH-].[K+] (KOH), O.NN (hydrazine monohydrate). The solvent is C(COCCO)O (diethylene glycol). Reaction conditions: temperature 125 celsius. Product: ClC1=CC=C(C=C1)CCCC(=O)O (4-(p-chlorophenyl)butanoic acid). Isolated yield 93.5%. Reaction SMILES: [Cl:1][C:2]1[CH:14]=[CH:13][C:5]([C:6]([CH2:8][CH2:9][C:10]([OH:12])=[O:11])=O)=[CH:4][CH:3]=1.[OH-].[K+].O.NN>C(O)COCCO>[Cl:1][C:2]1[CH:3]=[CH:4][C:5]([CH2:6][CH2:8][CH2:9][C:10]([OH:12])=[O:11])=[CH:13][CH:14]=1 |f:1.2,3.4|. Procedure: A mixture of 3-(4-chlorobenzoyl) propionic acid (33) (2.50 g, 12.0 mmol), KOH (s) (1.75 g, 31.2 mmol), and hydrazine monohydrate (1.25 mL, 25.8 mmol) in 12.5 mL of diethylene glycol was refluxed azeotropically at 120-130° C. for 90 min to remove water. The reaction mixture was then refluxed at 170° C. for 3 h, cooled to RT, diluted with 12.5 mL of water, and poured into 15 mL 2.5 N HCl(aq). The precipate was filtered off, dissolved in CH2Cl2, and the solvent removed to give 34a (2.23 g, 96%) as ...